describe an organic reaction: reactants, conditions, products, and yield From a dataset of the Open Reaction Database (ORD), a public repository of structured organic reaction records. The reactants are CC(Br)C(=O)OC(C)(C)C, N#Cc1ccc(NCC2CC2)cc1C#N. Product: CC(C(=O)OC(C)(C)C)N(CC1CC1)c1ccc(C#N)c(C#N)c1. As a reaction SMILES: [Br:16][CH:17]([C:18](=[O:19])[O:20][C:21]([CH3:22])([CH3:23])[CH3:24])[CH3:25].[CH:1]1([CH2:4][NH:5][c:6]2[cH:7][c:8]([C:14]#[N:15])[c:9]([C:12]#[N:13])[cH:10][cH:11]2)[CH2:2][CH2:3]1>>[CH:1]1([CH2:4][N:5]([c:6]2[cH:7][c:8]([C:14]#[N:15])[c:9]([C:12]#[N:13])[cH:10][cH:11]2)[CH:17]([C:18](=[O:19])[O:20][C:21]([CH3:22])([CH3:23])[CH3:24])[CH3:25])[CH2:2][CH2:3]1. Starting materials: [N-]=[N+]=[N-], [Na+], C1COCCO1, CC1(C)Oc2ccccc2C2OC21, O. Yields the product CC1(C)Oc2ccccc2C(N=[N+]=[N-])C1O. As a reaction SMILES: [N-:15]=[N+:16]=[N-:17].[Na+:14].[O:19]1[CH2:20][CH2:21][O:22][CH2:23][CH2:24]1.[O:1]1[CH:2]2[CH:3]1[c:4]1[c:5]([cH:10][cH:11][cH:12][cH:13]1)[O:6][C:7]2([CH3:8])[CH3:9].[OH2:18]>>[OH:1][CH:2]1[CH:3]([N:15]=[N+:16]=[N-:17])[c:4]2[c:5]([cH:10][cH:11][cH:12][cH:13]2)[O:6][C:7]1([CH3:8])[CH3:9]. Reactants: Nc1ccc(F)c(Br)c1, Cl, [I-], [K+], O=N[O-], [Na+], O. The product is Fc1ccc(I)cc1Br. RXN SMILES: [Br:5][c:6]1[cH:7][c:8]([NH2:13])[cH:9][cH:10][c:11]1[F:12].[ClH:14].[I-:16].[K+:15].[N:1]([O-:2])=[O:3].[Na+:4].[OH2:17]>>[Br:5][c:6]1[cH:7][c:8]([I:16])[cH:9][cH:10][c:11]1[F:12]. The reactants are O=[N+]([O-])c1ccc(Br)cn1, O=C([O-])[O-], CN(C)C=O, [Cs+], [Cs+], CC(C)(C)OC(=O)Nc1cccc(O)c1. The product is CC(C)(C)OC(=O)Nc1cccc(Oc2ccc([N+](=O)[O-])nc2)c1. RXN SMILES: [Br:16][c:17]1[cH:18][cH:19][c:20]([N+:23](=[O:24])[O-:25])[n:21][cH:22]1.[C:26](=[O:27])([O-:28])[O-:29].[CH3:32][N:33]([CH3:34])[CH:35]=[O:36].[Cs+:30].[Cs+:31].[OH:1][c:2]1[cH:3][c:4]([NH:8][C:9]([O:10][C:11]([CH3:12])([CH3:13])[CH3:14])=[O:15])[cH:5][cH:6][cH:7]1>>[O:1]([c:2]1[cH:3][c:4]([NH:8][C:9]([O:10][C:11]([CH3:12])([CH3:13])[CH3:14])=[O:15])[cH:5][cH:6][cH:7]1)[c:17]1[cH:18][cH:19][c:20]([N+:23](=[O:24])[O-:25])[n:21][cH:22]1. Starting materials: O=C([O-])O, O=C(Cl)OCc1ccccc1, ClCCl, Cc1nccn1-c1ccc(N)cc1F, [Na+], c1ccncc1. The product is Cc1nccn1-c1ccc(NC(=O)OCc2ccccc2)cc1F. Reaction SMILES: [C:32](=[O:33])([OH:34])[O-:35].[Cl:21][C:22](=[O:23])[O:24][CH2:25][c:26]1[cH:27][cH:28][cH:29][cH:30][cH:31]1.[Cl:37][CH2:38][Cl:39].[NH2:1][c:2]1[cH:3][cH:4][c:5](-[n:9]2[c:10]([CH3:14])[n:11][cH:12][cH:13]2)[c:6]([F:8])[cH:7]1.[Na+:36].[cH:15]1[cH:16][cH:17][n:18][cH:19][cH:20]1>>[NH:1]([c:2]1[cH:3][cH:4][c:5](-[n:9]2[c:10]([CH3:14])[n:11][cH:12][cH:13]2)[c:6]([F:8])[cH:7]1)[C:22](=[O:23])[O:24][CH2:25][c:26]1[cH:27][cH:28][cH:29][cH:30][cH:31]1. The reactants are ClC1=CC=C2C=CC(=NC2=N1)N1C(C2=CC(=CC=C2C1O)Cl)=O (2-(7-chloro-1,8-naphthyridin-2-yl)-6-chloro-3-hydroxy-isoindolin-1-one), OC1=CC=C2C=CC(=NC2=N1)C12C(C(=O)NC1=O)C=C(C=C2)Cl (2-(7-hydroxy-1,8-naphthyridin-2-yl)-5-chlorophthalimide), ClC1=CC=C2C=CC(=NC2=N1)C12C(C(=O)NC1=O)C=C(C=C2)Cl (2-(7-chloro-1,8-naphthyridin-2-yl)-5-chlorophthalimide), P(=O)(Cl)(Cl)Cl (phosphorus oxychloride), ClC1=CC=C2C=CC(=NC2=N1)C12C(C(=O)NC1=O)C=C(C=C2)Cl (2-(7-chloro-1,8-naphthyridin-2-yl)-5-chlorophthalimide), [BH4-].[K+] (potassium borohydride), NC1=NC2=NC(=CC=C2C=C1)O (2-amino-7-hydroxy-1,8-naphthyridine), ClC=1C=C2C(C(=O)OC2=O)=CC1 (4-chlorophthalic anhydride), OC1=CC=C2C=CC(=NC2=N1)C12C(C(=O)NC1=O)C=C(C=C2)Cl (2-(7-hydroxy-1,8-naphthyridin-2-yl)-5-chlorophthalimide). Run in C(C)(=O)O (acetic acid), O1CCOCC1 (dioxan), CN(C=O)C (dimethylformamide), CO (methanol). Yields the product ClC1=CC=C2C=CC(=NC2=N1)N1C(C2=CC=C(C=C2C1O)Cl)=O (2-(7-chloro-1,8-naphthyridin-2-yl)-5-chloro-3-hydroxy-isoindolin-1-one). As a reaction SMILES: OC1N=C2C(C=CC(C34C=CC(Cl)=CC3C(NC4=O)=O)=N2)=CC=1.NC1C=CC2C(=NC(O)=CC=2)N=1.ClC1C=C2C(=O)OC(=O)C2=CC=1.ClC1N=C2C(C=CC(C34C=CC(Cl)=CC3C(NC4=O)=O)=N2)=CC=1.P(Cl)(Cl)(Cl)=O.[BH4-].[K+].[Cl:78][C:79]1[N:88]=[C:87]2[C:82]([CH:83]=[CH:84][C:85]([N:89]3[CH:97]([OH:98])[C:96]4[C:91](=[CH:92][C:93]([Cl:99])=[CH:94][CH:95]=4)[C:90]3=[O:100])=[N:86]2)=[CH:81][CH:80]=1>C(O)(=O)C.CO.O1CCOCC1.CN(C)C=O>[Cl:78][C:79]1[N:88]=[C:87]2[C:82]([CH:83]=[CH:84][C:85]([N:89]3[CH:90]([OH:100])[C:91]4[C:96](=[CH:95][CH:94]=[C:93]([Cl:99])[CH:92]=4)[C:97]3=[O:98])=[N:86]2)=[CH:81][CH:80]=1 |f:5.6|. Procedure: Preparation of 2-(7-hydroxy-1,8-naphthyridin-2-yl)-5-chlorophthalimide (7 g.), m.p. 320° C., by reacting 2-amino-7-hydroxy-1,8-naphthyridine (9.5 g.) with 4-chlorophthalic anhydride (21.5 g.) in acetic acid (450 cc.) for 1 hour at 116° C. Preparation of 2-(7-chloro-1,8-naphthyridin-2-yl)-5-chlorophthalimide (6.4 g.), m.p. 280° C., by reacting phosphorus oxychloride (70 cc.) with 2-(7-hydroxy-1,8-naphthyridin-2-yl)-5-chlorophthalimide (7 g.) in the presence of dimethylformamide (0.7 cc.). By reac... The reactants are CC=1C=C(C=CC1C)O (3,4-dimethyl-phenol), C(Cl)C1CO1 (epichlorohydrin). The product is CC=1C=C(OCC2OC2)C=CC1C (2-(3,4-Dimethyl-phenoxymethyl)-oxirane). Reaction SMILES: [CH3:1][C:2]1[CH:3]=[C:4]([OH:9])[CH:5]=[CH:6][C:7]=1[CH3:8].[CH2:10]([CH:12]1[O:14][CH2:13]1)Cl>>[CH3:1][C:2]1[CH:3]=[C:4]([CH:5]=[CH:6][C:7]=1[CH3:8])[O:9][CH2:10][CH:12]1[CH2:13][O:14]1. Reported procedure: The title compound was prepared from 3,4-dimethyl-phenol and epichlorohydrin employing the procedures as set forth in Step 1 of Example 2.